Dataset: the Open Reaction Database (ORD), a public repository of structured organic reaction records. Task: describe an organic reaction: reactants, conditions, products, and yield The reactants are O1C(CCCC1)OCCOC1=CC=C(C2=C1C=CO2)CC(=O)O ({4-[2-(Tetrahydropyran-2-yloxy)ethoxy]benzofur-7-yl}acetic acid), 1,1-carbonyldiimidazole, [OH-].[NH4+] (ammonium hydroxide). Run in O1CCCC1 (tetrahydrofuran). Conditions: temperature 0 celsius, time 16 hour. Product: O1C(CCCC1)OCCOC1=CC=C(C2=C1C=CO2)CC(=O)N (2-{4-[2-(Tetrahydropyran-2-yloxy)ethoxy]benzofur-7-yl}acetamide). The yield is 80.0%. Reaction SMILES: [O:1]1[CH2:6][CH2:5][CH2:4][CH2:3][CH:2]1[O:7][CH2:8][CH2:9][O:10][C:11]1[C:16]2[CH:17]=[CH:18][O:19][C:15]=2[C:14]([CH2:20][C:21]([OH:23])=O)=[CH:13][CH:12]=1.[OH-].[NH4+:25]>O1CCCC1>[O:1]1[CH2:6][CH2:5][CH2:4][CH2:3][CH:2]1[O:7][CH2:8][CH2:9][O:10][C:11]1[C:16]2[CH:17]=[CH:18][O:19][C:15]=2[C:14]([CH2:20][C:21]([NH2:25])=[O:23])=[CH:13][CH:12]=1 |f:1.2|. Procedure details: Combine {4-[2-(Tetrahydropyran-2-yloxy)ethoxy]benzofur-7-yl}acetic acid (0.920 g, 2.872 mmol), and 1,1-carbonyldiimidazole (2.365 g, 14.585 mmol) in tetrahydrofuran (15 ml), and stir for 1 hour under nitrogen. Cool the mixture to 0° C., and add concentrated aqueous ammonium hydroxide (2 ml). Remove the ice bath, and stir the mixture at room temperature for 16 hours. Dilute the mixture with ethyl acetate, wash with water and brine, dry over sodium sulfate, filter, and concentrate. Purification us... Reactants: C(C)OC(=O)N1[C@@H](C[C@@H](C2=NC(=CC=C12)OC)NC1=NC=C(C(=N1)CC1=CC(=CC(=C1)C(F)(F)F)C(F)(F)F)N1CCC(CC1)C(=O)OCC)CC ((2R*,4S*)-4-{[3,5-bis(trifluoromethyl)benzyl]-[5-(4-ethoxycarbonylpiperidin-1-yl)pyrimidin-2-yl]}amino-2-ethyl-6-methoxy-3,4-dihydro-2H-[1,5]naphthyridine-1-carboxylic acid ethyl ester), [H-].C(C(C)C)[Al+]CC(C)C (diisobutylaluminum hydride), [Cl-].[NH4+] (ammonium chloride). The solvent is O1CCCC1 (tetrahydrofuran). Reaction conditions: time 1 hour. Yields the product C(C)OC(=O)N1[C@@H](C[C@@H](C2=NC(=CC=C12)OC)NC1=NC=C(C(=N1)CC1=CC(=CC(=C1)C(F)(F)F)C(F)(F)F)N1CCC(CC1)CO)CC ((2R*,4S*)-4-{[3,5-bis(trifluoromethyl)benzyl]-[5-(4-hydroxymethylpiperidin-1-yl)pyrimidin-2-yl]}amino-2-ethyl-6-methoxy-3,4-dihydro-2H-[1,5]naphthyridine-1-carboxylic acid ethyl ester). Reaction SMILES: [CH2:1]([O:3][C:4]([N:6]1[C:15]2[C:10](=[N:11][C:12]([O:16][CH3:17])=[CH:13][CH:14]=2)[C@@H:9]([NH:18][C:19]2[N:24]=[C:23]([CH2:25][C:26]3[CH:31]=[C:30]([C:32]([F:35])([F:34])[F:33])[CH:29]=[C:28]([C:36]([F:39])([F:38])[F:37])[CH:27]=3)[C:22]([N:40]3[CH2:45][CH2:44][CH:43]([C:46](OCC)=[O:47])[CH2:42][CH2:41]3)=[CH:21][N:20]=2)[CH2:8][C@H:7]1[CH2:51][CH3:52])=[O:5])[CH3:2].[H-].C([Al+]CC(C)C)C(C)C.[Cl-].[NH4+]>O1CCCC1>[CH2:1]([O:3][C:4]([N:6]1[C:15]2[C:10](=[N:11][C:12]([O:16][CH3:17])=[CH:13][CH:14]=2)[C@@H:9]([NH:18][C:19]2[N:24]=[C:23]([CH2:25][C:26]3[CH:27]=[C:28]([C:36]([F:37])([F:38])[F:39])[CH:29]=[C:30]([C:32]([F:35])([F:33])[F:34])[CH:31]=3)[C:22]([N:40]3[CH2:45][CH2:44][CH:43]([CH2:46][OH:47])[CH2:42][CH2:41]3)=[CH:21][N:20]=2)[CH2:8][C@H:7]1[CH2:51][CH3:52])=[O:5])[CH3:2] |f:1.2,3.4|. Procedure: To a solution (1.5 ml) of (2R*,4S*)-4-{[3,5-bis(trifluoromethyl)benzyl]-[5-(4-ethoxycarbonylpiperidin-1-yl)pyrimidin-2-yl]}amino-2-ethyl-6-methoxy-3,4-dihydro-2H-[1,5]naphthyridine-1-carboxylic acid ethyl ester (120 mg) in tetrahydrofuran is added diisobutylaluminum hydride (1M solution in toluene, 0.486 ml) under ice-cooling, and the mixture is stirred for 1 hour. A saturated aqueous ammonium chloride solution is added to the reaction solution and the mixture is extracted with ethyl acetate. Th... The reactants are C(C1=CC=CC=C1)OC(=O)N[C@H]1CCC(N2N(C1=O)[C@@H](CCC2)C(=O)OC(C)(C)C)=O ((1S,9S)-tert-butyl 9-(benzyloxycarbonylamino)-6,10-dioxooctahydro-1H-pyridazino[1,2-a][1,2]diazepine-1-carboxylate), C(=O)(C(F)(F)F)O (TFA). Solvent: C(Cl)Cl (CH2Cl2). Run at time 5 hour. Yields the product C(C1=CC=CC=C1)OC(=O)N[C@H]1CCC(N2N(C1=O)[C@@H](CCC2)C(=O)O)=O ((1S,9S)-9-(benzyloxycarbonylamino)-6,10-dioxooctahydro-1H-pyridazino[1,2-a][1,2]diazepine-1-carboxylic acid), solid. Yield: 88.4%. RXN SMILES: [CH2:1]([O:8][C:9]([NH:11][C@@H:12]1[C:18](=[O:19])[N:17]2[C@H:20]([C:24]([O:26]C(C)(C)C)=[O:25])[CH2:21][CH2:22][CH2:23][N:16]2[C:15](=[O:31])[CH2:14][CH2:13]1)=[O:10])[C:2]1[CH:7]=[CH:6][CH:5]=[CH:4][CH:3]=1.C(O)(C(F)(F)F)=O>C(Cl)Cl>[CH2:1]([O:8][C:9]([NH:11][C@@H:12]1[C:18](=[O:19])[N:17]2[C@H:20]([C:24]([OH:26])=[O:25])[CH2:21][CH2:22][CH2:23][N:16]2[C:15](=[O:31])[CH2:14][CH2:13]1)=[O:10])[C:2]1[CH:7]=[CH:6][CH:5]=[CH:4][CH:3]=1. Procedure: In a 10 mL round-bottomed flask, (1S,9S)-tert-butyl 9-(benzyloxycarbonylamino)-6,10-dioxooctahydro-1H-pyridazino[1,2-a][1,2]diazepine-1-carboxylate (1.3 g, 3.01 mmol) was combined with CH2Cl2 (5 ml) to give a colorless solution. TFA (3.53 g, 2.38 ml, 31.0 mmol) was added and stirred at room temperature for 5 hr. The crude reaction mixture was concentrated in vacuo and redissolved in EtOAc (10 ml). It was evaporated to afford (1S,9S)-9-(benzyloxycarbonylamino)-6,10-dioxooctahydro-1H-pyridazino[1,... Starting materials: COC([C@@H](N)CC(C)C)=O (L-leucine methyl ester), ClCCl (dichloromethane), ClC\C=C/CCl (cis-1,4-dichloro-2-butene). The solvent is CCCCCC.C(C)(=O)OCC (hexane ethyl acetate). Product: CC(C[C@@H](C(=O)OC)N1CC=CC1)C ((S)-methyl 4-methyl-2-(2H-pyrrol-1(5H)-yl)pentanoate). Isolated yield 84.5%. As a reaction SMILES: [CH3:1][O:2][C:3](=[O:10])[C@H:4]([CH2:6][CH:7]([CH3:9])[CH3:8])[NH2:5].ClCCl.Cl[CH2:15]/[CH:16]=[CH:17]\[CH2:18]Cl>CCCCCC.C(OCC)(=O)C>[CH3:8][CH:7]([CH3:9])[CH2:6][C@H:4]([N:5]1[CH2:18][CH:17]=[CH:16][CH2:15]1)[C:3]([O:2][CH3:1])=[O:10] |f:3.4|. Procedure: From L-leucine methyl ester (520 mg, 3.56 mmol), dichloromethane (1 ml) and cis-1,4-dichloro-2-butene (135 mg, 1.08 mmol). Flash chromatography: silica gel, gradient hexane:ethyl acetate (3:1 to 1:1) afforded the product (180 mg, 84%) as yellow oil. Starting materials: N#Cc1ccc(Br)cc1, CCOCC, CC(C)[Mg+], [Cl-], [Cl-], [NH4+]. Yields the product CC(C)C(=O)c1ccc(Br)cc1. As a reaction SMILES: [Br:1][c:2]1[cH:3][cH:4][c:5]([C:6]#[N:7])[cH:8][cH:9]1.[CH3:17][CH2:18][O:19][CH2:20][CH3:21].[CH:11]([CH3:12])([CH3:13])[Mg+:14].[Cl-:10].[Cl-:15].[NH4+:16]>>[Br:1][c:2]1[cH:3][cH:4][c:5]([C:6]([CH:11]([CH3:12])[CH3:13])=[O:19])[cH:8][cH:9]1. Reactants: NC1=C2C=CNC2=CC=C1 (4-Aminoindole), ClC1=C(C=C(C=C1)CN=C=O)Cl (1,2-dichloro-4-(isocyanatomethyl)benzene), CCCCCC (Hexane). Run in C1CCOC1 (THF). The product is ClC=1C=C(CNC(=O)NC2=C3C=CNC3=CC=C2)C=CC1Cl (N-(3,4-dichlorobenzyl)-N′-1H-indol-4-ylurea). Reaction SMILES: [NH2:1][C:2]1[CH:10]=[CH:9][CH:8]=[C:7]2[C:3]=1[CH:4]=[CH:5][NH:6]2.[Cl:11][C:12]1[CH:17]=[CH:16][C:15]([CH2:18][N:19]=[C:20]=[O:21])=[CH:14][C:13]=1[Cl:22].CCCCCC>C1COCC1>[Cl:22][C:13]1[CH:14]=[C:15]([CH:16]=[CH:17][C:12]=1[Cl:11])[CH2:18][NH:19][C:20]([NH:1][C:2]1[CH:10]=[CH:9][CH:8]=[C:7]2[C:3]=1[CH:4]=[CH:5][NH:6]2)=[O:21]. Procedure details: 4-Aminoindole (0.13 g, 1 mmol) in THF (3 mL) was treated with 1,2-dichloro-4-(isocyanatomethyl)benzene (0.22 g, 1.1 mmol) for 3 h at ambient temperature. Hexane was added to the reaction mixture to precipitate 0.25 g of the title compound as a tan solid. mp 201° C.; 1H NMR (300 MHz, DMSO-d6) δ 4.23 (d, 2H), 6.36 (s, 1H), 6.54 (t, 1H), 7.0 (dd, 1H), 7.25 (m, 2H), 7.30 (d, 2H), 7.45 (d, 1H), 7.6 (m, 2H), 8.31 (s, 1H), 10.87 (s, 1H) MS (DCI+) m/z 336 (M+H); Anal. Calcd. For C16H13N3Cl2O: C, 57.50; ...